Dataset: the Open Reaction Database (ORD), a public repository of structured organic reaction records. Task: describe an organic reaction: reactants, conditions, products, and yield The reactants are C(C=C)C1(C2=C(CCC3=C1C=CC=C3)C=CC=C2)C=CCO (3-[10,11-dihydro-5-(2-propenyl)-5H-dibenzo[a,d]cyclohepten-5-yl]-prop-2-en-1-ol), [H][H] (hydrogen). Reagents/catalysts: [Pd] (palladium on carbon). Solvent: C(C)O (ethanol). The product is C(CC)C1(C2=C(CCC3=C1C=CC=C3)C=CC=C2)CCCO (3-[10,11-dihydro-5-propyl-5H-dibenzo[a,d]cyclohepten-5-yl]-propanol). Yield: 90.1%. Reaction SMILES: [CH2:1]([C:4]1([CH:19]=[CH:20][CH2:21][OH:22])[C:10]2[CH:11]=[CH:12][CH:13]=[CH:14][C:9]=2[CH2:8][CH2:7][C:6]2[CH:15]=[CH:16][CH:17]=[CH:18][C:5]1=2)[CH:2]=[CH2:3].[H][H]>C(O)C.[Pd]>[CH2:1]([C:4]1([CH2:19][CH2:20][CH2:21][OH:22])[C:5]2[CH:18]=[CH:17][CH:16]=[CH:15][C:6]=2[CH2:7][CH2:8][C:9]2[CH:14]=[CH:13][CH:12]=[CH:11][C:10]1=2)[CH2:2][CH3:3]. Procedure: Dissolved 3-[10,11-dihydro-5-(2-propenyl)-5H-dibenzo[a,d]cyclohepten-5-yl]-prop-2-en-1-ol (4.85 g, 16.70 mmol) in 75 mL of absolute ethanol. Added 10% palladium on carbon catalyst (1.20 g), and hydrogenated on Paar shaker at 58 psi of hydrogen pressure for 16 hours. Filtered to remove catalyst, and evaporated filtrate to give 4.43 g (90% yield) of 3-[10,11-dihydro-5-propyl-5H-dibenzo[a,d]cyclohepten-5-yl]-propanol as a colorless oil. ##STR36##